Dataset: the Open Reaction Database (ORD), a public repository of structured organic reaction records. Task: describe an organic reaction: reactants, conditions, products, and yield Procedure details: Ethyl N-(2-nitro-3-phenyl-7-benzofuranoyl)glycinate is hydrolyzed by stirring in ethanolic sodium hydroxide solution to provide N-(2-nitro-3-phenyl-7-benzofuranoyl)glycine, m.p. 123°-126° C. Run in [OH-].[Na+] (sodium hydroxide). The reactants are [N+](=O)([O-])C=1OC2=C(C1C1=CC=CC=C1)C=CC=C2C(=O)NCC(=O)OCC (Ethyl N-(2-nitro-3-phenyl-7-benzofuranoyl)glycinate). RXN SMILES: [N+:1]([C:4]1[O:5][C:6]2[C:18]([C:19]([NH:21][CH2:22][C:23]([O:25]CC)=[O:24])=[O:20])=[CH:17][CH:16]=[CH:15][C:7]=2[C:8]=1[C:9]1[CH:14]=[CH:13][CH:12]=[CH:11][CH:10]=1)([O-:3])=[O:2]>[OH-].[Na+]>[N+:1]([C:4]1[O:5][C:6]2[C:18]([C:19]([NH:21][CH2:22][C:23]([OH:25])=[O:24])=[O:20])=[CH:17][CH:16]=[CH:15][C:7]=2[C:8]=1[C:9]1[CH:14]=[CH:13][CH:12]=[CH:11][CH:10]=1)([O-:3])=[O:2] |f:1.2|. Yields the product [N+](=O)([O-])C=1OC2=C(C1C1=CC=CC=C1)C=CC=C2C(=O)NCC(=O)O (N-(2-nitro-3-phenyl-7-benzofuranoyl)glycine). Reactants: Clc1cncc(Br)c1COC1CCCCO1, CCOC=O, COCC(=O)c1cncc(Cl)c1COC1CCCCO1. Product: O=Cc1cncc(Cl)c1COC1CCCCO1. As a reaction SMILES: [Br:1][c:2]1[cH:3][n:4][cH:5][c:6]([Cl:7])[c:8]1[CH2:9][O:10][CH:11]1[CH2:12][CH2:13][CH2:14][CH2:15][O:16]1.[CH2:17]([O:18][CH:19]=[O:20])[CH3:21].[Cl:22][c:23]1[c:24]([CH2:34][O:35][CH:36]2[O:37][CH2:38][CH2:39][CH2:40][CH2:41]2)[c:25]([C:29]([CH2:30][O:31][CH3:32])=[O:33])[cH:26][n:27][cH:28]1>>[Cl:22][c:23]1[c:24]([CH2:34][O:35][CH:36]2[O:37][CH2:38][CH2:39][CH2:40][CH2:41]2)[c:25]([CH:29]=[O:33])[cH:26][n:27][cH:28]1. Run at time 20 hour. Isolated yield 89.0%. Procedure: A stirred solution of 8-acetamido-1,4-benzodioxan-5-carboxylic acid (GB 1 571 278) (2.5 g, 0.0105 mole)in methanol (60 ml) was treated with concentrated sulphuric acid (2 ml) and the solution kept at room temperature for 20 hours, then concentrated in vacuo to approxiamately 10 ml volume. The residue was treated with water (30 ml), basified with potassium carbonate and a precipitate was produced. This was filtered off, washed with water and dried to afford methyl 8-amino-1,4-benzodioxan-5-carbox... The reactants are C(C)(=O)NC1=CC=C(C2=C1OCCO2)C(=O)O (8-acetamido-1,4-benzodioxan-5-carboxylic acid), S(O)(O)(=O)=O (sulphuric acid), CO (methanol). Product: NC1=CC=C(C2=C1OCCO2)C(=O)OC (methyl 8-amino-1,4-benzodioxan-5-carboxylate). As a reaction SMILES: C([NH:4][C:5]1[C:10]2[O:11][CH2:12][CH2:13][O:14][C:9]=2[C:8]([C:15]([OH:17])=[O:16])=[CH:7][CH:6]=1)(=O)C.S(=O)(=O)(O)O.[CH3:23]O>>[NH2:4][C:5]1[C:10]2[O:11][CH2:12][CH2:13][O:14][C:9]=2[C:8]([C:15]([O:17][CH3:23])=[O:16])=[CH:7][CH:6]=1. Starting materials: COC1=CC=C2C(C(=C(SC2=C1)C)C1=CC=C(C(=O)OC)C=C1)=O (methyl 4-(7-methoxy-2-methyl-4-oxo-4H-thiochromen-3-yl)benzoate), B(Br)(Br)Br (BBr3), Cl (HCl). Run in C(Cl)Cl (DCM). Run at time 20 hour. Product: OC1=CC=C2C(C(=C(SC2=C1)C)C1=CC=C(C(=O)O)C=C1)=O (4-(7-hydroxy-2-methyl-4-oxo-4H-thiochromen-3-yl)benzoic acid). RXN SMILES: C[O:2][C:3]1[CH:12]=[C:11]2[C:6]([C:7](=[O:24])[C:8]([C:14]3[CH:23]=[CH:22][C:17]([C:18]([O:20]C)=[O:19])=[CH:16][CH:15]=3)=[C:9]([CH3:13])[S:10]2)=[CH:5][CH:4]=1.B(Br)(Br)Br.Cl>C(Cl)Cl>[OH:2][C:3]1[CH:12]=[C:11]2[C:6]([C:7](=[O:24])[C:8]([C:14]3[CH:23]=[CH:22][C:17]([C:18]([OH:20])=[O:19])=[CH:16][CH:15]=3)=[C:9]([CH3:13])[S:10]2)=[CH:5][CH:4]=1. Reported procedure: To a solution of methyl 4-(7-methoxy-2-methyl-4-oxo-4H-thiochromen-3-yl)benzoate (200 mg, 0.588 mmol) in DCM (10 ml) was added BBr3 (0.83 ml, 8.813 mmol) at room temperature and stirred for 20 hours. The mixture was poured into icy 1 N HCl (50 ml) with stirring and the precipitate was collected by filtration to obtain crude product, which was purified by prep-HPLC to afford the desired product in Example 8 as a yellow solid (57.3 mg, 31%). The reactants are C(CC)N(C1CC2=C(N=CS2)CC1)CC1=CC=C(C(=O)O)C=C1 (4-{[propyl-(4,5,6,7-tetrahydro-benzothiazol-6-yl)-amino]-methyl}-benzoic acid), C1C(CCC2=CC=CC=C12)C(=O)Cl (1,2,3,4-tetrahydro-naphthalene-2-carbonyl chloride). Yields the product C(CC)N(C1CC2=C(N=CS2)CC1)CC1=CC=C(C(=O)Cl)C=C1 (4-{[Propyl-(4,5,6,7-tetrahydro-benzothiazol-6-yl)-amino]-methyl}-benzoyl chloride), crude product. As a reaction SMILES: [CH2:1]([N:4]([CH2:14][C:15]1[CH:23]=[CH:22][C:18]([C:19](O)=[O:20])=[CH:17][CH:16]=1)[CH:5]1[CH2:13][CH2:12][C:8]2[N:9]=[CH:10][S:11][C:7]=2[CH2:6]1)[CH2:2][CH3:3].C1C2C(=CC=CC=2)CCC1C([Cl:36])=O>>[CH2:1]([N:4]([CH2:14][C:15]1[CH:23]=[CH:22][C:18]([C:19]([Cl:36])=[O:20])=[CH:17][CH:16]=1)[CH:5]1[CH2:13][CH2:12][C:8]2[N:9]=[CH:10][S:11][C:7]=2[CH2:6]1)[CH2:2][CH3:3]. Procedure details: 4-{[Propyl-(4,5,6,7-tetrahydro-benzothiazol-6-yl)-amino]-methyl}-benzoyl chloride (42C) is prepared from 42B as described for 23A. The crude product is obtained in almost quantitative yield. The reactants are C[Si](C)(C)[N-][Si](C)(C)C.[Li+] (Lithium bis(trimethylsilyl)amide), COC1=NC=CC=C1C=1C=C(C(=O)N)C=CC1OC1=CC=CC=C1 (3-(2-methoxypyridin-3-yl)-4-phenoxybenzamide), CS(=O)(=O)Cl (Methanesulfonyl chloride). Run in C1CCOC1 (THF), C1CCOC1 (THF). Conditions: time 30 minute. The product is COC1=NC=CC=C1C=1C=C(C(=O)NS(=O)(=O)C)C=CC1OC1=CC=CC=C1 (3-(2-methoxypyridin-3-yl)-N-(methylsulfonyl)-4-phenoxybenzamide). Isolated yield 16.2%. Reaction SMILES: C[Si]([N-][Si](C)(C)C)(C)C.[Li+].[CH3:11][O:12][C:13]1[C:18]([C:19]2[CH:20]=[C:21]([CH:25]=[CH:26][C:27]=2[O:28][C:29]2[CH:34]=[CH:33][CH:32]=[CH:31][CH:30]=2)[C:22]([NH2:24])=[O:23])=[CH:17][CH:16]=[CH:15][N:14]=1.[CH3:35][S:36](Cl)(=[O:38])=[O:37]>C1COCC1>[CH3:11][O:12][C:13]1[C:18]([C:19]2[CH:20]=[C:21]([CH:25]=[CH:26][C:27]=2[O:28][C:29]2[CH:34]=[CH:33][CH:32]=[CH:31][CH:30]=2)[C:22]([NH:24][S:36]([CH3:35])(=[O:38])=[O:37])=[O:23])=[CH:17][CH:16]=[CH:15][N:14]=1 |f:0.1|. Reported procedure: Lithium bis(trimethylsilyl)amide solution in THF (1 M, 0.78 mL, 0.78 mmol) was added to a solution of 3-(2-methoxypyridin-3-yl)-4-phenoxybenzamide (Preparation 19, 0.1 g, 0.31 mmol) in THF (4 mL) at room temperature and the reaction allowed to stir for 30 minutes. Methanesulfonyl chloride (0.088 g, 0.78 mmol) was added and the reaction was stirred at room temperature for 18 hours. The mixture was then partitioned between EtOAc (40 mL) and water (10 mL). The combined organics were dried over sodi...